From a dataset of the Open Reaction Database (ORD), a public repository of structured organic reaction records. describe an organic reaction: reactants, conditions, products, and yield Starting materials: ClCC(=O)C1=CC=CC=C1 (α-chloroacetophenone), [F-].[K+] (potassium fluoride), CN(C)C=O (DMF), ClC=1C=C(C=CC1O)NC(N(C)C)=O (3-(3-chloro-4-hydroxyphenyl)-1,1-dimethylurea). The solvent is O (water). Reaction conditions: time 15 minute. The product is ClC=1C=C(C=CC1OCC(=O)C1=CC=CC=C1)NC(N(C)C)=O (3-[3-chloro-4-(phenacyloxy)phenyl]-1,1-dimethylurea). Yield: 70.1%. RXN SMILES: Cl[CH2:2][C:3]([C:5]1[CH:10]=[CH:9][CH:8]=[CH:7][CH:6]=1)=[O:4].[F-].[K+].CN(C=O)C.[Cl:18][C:19]1[CH:20]=[C:21]([NH:26][C:27](=[O:31])[N:28]([CH3:30])[CH3:29])[CH:22]=[CH:23][C:24]=1[OH:25]>O>[Cl:18][C:19]1[CH:20]=[C:21]([NH:26][C:27](=[O:31])[N:28]([CH3:29])[CH3:30])[CH:22]=[CH:23][C:24]=1[O:25][CH2:2][C:3]([C:5]1[CH:10]=[CH:9][CH:8]=[CH:7][CH:6]=1)=[O:4] |f:1.2|. Procedure details: A mixture of α-chloroacetophenone (4,64 g; 0.03 mol), anhydrous potassium fluoride and DMF (200 ml) is stirred for 15 minutes. Next, 3-(3-chloro-4-hydroxyphenyl)-1,1-dimethylurea (6.44 g; 0.03 mol) is added and the mixture stirred for 20 hours at room temperature and then for 24 hours at 80° C. The mixture is then drowned in water, and extracted with methylene chloride. The organic layer is separated, washed with water and filtered through a 5 cm pad of neutral alumina. The pad is washed with ac... The reactants are FC1=C(C(=O)O)C=C(C=C1)C1=CC(=CC=C1)F (fluoro-5-(3-fluorophenyl) benzoic acid), C(=O)(C(=O)Cl)Cl ((COCl)2), 1h, NC=1C(=C(C=CC1C)O)F (3-amino-2-fluoro-4-methyl-phenol), C(=O)(O)[O-].[Na+] (NaHCO3). The reagents and catalysts are CN(C)C=O (DMF). Run in C1CCOC1 (THF), O (water), C(Cl)Cl (DCM), C1CCOC1 (THF). Conditions: time 3 hour. Product: FC1=C(C(=O)NC2=C(C(=CC=C2C)O)F)C=C(C=C1)C1=CC(=CC=C1)F (2-Fluoro-N-(2-fluoro-3-hydroxy-6-methyl-phenyl)-5-(3-fluorophenyl)benzamide). Isolated yield 59.3%. Reaction SMILES: [F:1][C:2]1[CH:10]=[CH:9][C:8]([C:11]2[CH:16]=[CH:15][CH:14]=[C:13]([F:17])[CH:12]=2)=[CH:7][C:3]=1[C:4]([OH:6])=O.C(Cl)(C(Cl)=O)=O.[NH2:24][C:25]1[C:26]([F:33])=[C:27]([OH:32])[CH:28]=[CH:29][C:30]=1[CH3:31].C([O-])(O)=O.[Na+]>C(Cl)Cl.CN(C=O)C.C1COCC1.O>[F:1][C:2]1[CH:10]=[CH:9][C:8]([C:11]2[CH:16]=[CH:15][CH:14]=[C:13]([F:17])[CH:12]=2)=[CH:7][C:3]=1[C:4]([NH:24][C:25]1[C:30]([CH3:31])=[CH:29][CH:28]=[C:27]([OH:32])[C:26]=1[F:33])=[O:6] |f:3.4|. Procedure: To a mixture of 2 fluoro-5-(3-fluorophenyl) benzoic acid (intermediate III(a)) (730 mg, 3.1 mmol, 1.1 eq) and (COCl)2 (1.1 g, 8.49 mmol, 3 eq) in DCM (20 mL) was added DMF (5 drops). The reaction mixture was stirred at 0° C. for 1h and then concentrated in vacuo. The residue obtained was dissolved in THF (5 mL) and added dropwise to a solution of 3-amino-2-fluoro-4-methyl-phenol (400 mg, 2.83 mmol, 1 eq) 25 and NaHCO3 (951 mg, 11.3 mmol, 4 eq) in THF (15 mL) at 0° C. After the addition, the reac... The reactants are C([C@@H]1[C@H]([C@@H]([C@H]([C@H](O1)O[C@@H]2[C@H](O[C@H]([C@@H]([C@H]2O)O)O)CO)O)O)O)O (maltose). Run in Cl (HCl). Conditions: time 0.1 hour. Product: starch-g, O=C[C@H](O)[C@@H](O)[C@H](O)[C@H](O)CO (glucose). As a reaction SMILES: [CH2:1]([OH:23])[C@H:2]1[O:7][C@H:6]([O:8][C@H]2[C@H](O)[C@@H](O)[C@H](O)O[C@@H]2CO)[C@H:5]([OH:20])[C@@H:4]([OH:21])[C@@H:3]1[OH:22]>Cl>[O:8]=[CH:6][C@@H:5]([C@H:4]([C@@H:3]([C@@H:2]([CH2:1][OH:23])[OH:7])[OH:22])[OH:21])[OH:20]. Procedure details: Enzyme Activity and Reactor Stability. Three batches of starch-g-PAN copolymer (Table I, #91, 34, 50) were prepared, hydrolyzed, treated with glucoamylase and then reacted with maltose fed at a 0.1 h-1 dilution rate. Two additional runs were made in which faster dilution rates were used. It was found that acid hydrolysis (90 min reflux in 0.5N HCl) removed all but about 2% of the polysaccharide and yielded copolymer-enzyme granules having a size of about 5 to 26 microns. The activity of glucoamy... Reactants: C(=O)(O)[O-].[Na+] (NaHCO3), NC=1C(=C(C(=O)OC)C=C(C1)C(F)(F)F)C (methyl 3-amino-2-methyl-5-(trifluoromethyl)benzoate), C(=O)(OC(C)(C)C)N1C(CCCC1)=O (N-Boc piperidinone), C(C)(=O)O[BH-](OC(C)=O)OC(C)=O.[Na+] (sodium triacetoxyborohydride). The solvent is C(Cl)Cl (CH2Cl2), CC(=O)O (AcOH). Conditions: temperature 23 celsius, time 20 hour. Yields the product C(C)(C)(C)OC(=O)N1CCC(CC1)NC1=C(C(=CC(=C1)C(F)(F)F)C(=O)OC)C (tert-Butyl-4-{[3-(methoxycarbonyl)-2-methyl-5-(trifluoromethyl)phenyl]amino}piperidine-1-carboxylate). The yield is 99.0%. Reaction SMILES: [NH2:1][C:2]1[C:3]([CH3:16])=[C:4]([CH:9]=[C:10]([C:12]([F:15])([F:14])[F:13])[CH:11]=1)[C:5]([O:7][CH3:8])=[O:6].[C:17]([N:24]1[CH2:29][CH2:28][CH2:27][CH2:26][C:25]1=O)([O:19][C:20]([CH3:23])([CH3:22])[CH3:21])=[O:18].C(O[BH-](OC(=O)C)OC(=O)C)(=O)C.[Na+].C([O-])(O)=O.[Na+]>C(Cl)Cl.CC(O)=O>[C:20]([O:19][C:17]([N:24]1[CH2:29][CH2:28][CH:27]([NH:1][C:2]2[CH:11]=[C:10]([C:12]([F:13])([F:14])[F:15])[CH:9]=[C:4]([C:5]([O:7][CH3:8])=[O:6])[C:3]=2[CH3:16])[CH2:26][CH2:25]1)=[O:18])([CH3:23])([CH3:21])[CH3:22] |f:2.3,4.5|. Procedure details: To a stirred solution of methyl 3-amino-2-methyl-5-(trifluoromethyl)benzoate (6.00 g, 25.7 mmol) in CH2Cl2 (120 mL) and AcOH (6 mL) was added N-Boc piperidinone (6.70 g, 33.4 mmol) and sodium triacetoxyborohydride (13.6 g, 64.3 mmol). The reaction mixture was stirred at 23° C. for 20 hours. Then saturated NaHCO3 was added and the mixture was separated. The aqueous layer was extracted with CH2Cl2 (3×50 mL) and the combined organic layer were concentrated in vacuo. The residue was purified by sili... Starting materials: CN1C(=O)CCC2=CC(=CC=C12)O (1-methyl-6-hydroxy-3,4-dihydrocarbostyril), [OH-].[K+] (potassium hydroxide), [I-].[Na+] (sodium iodide), CN(C(CCCCl)=O)C1CCCCC1 (N-methyl-N-(4-chlorobutyryl)-cyclohexylamine), [Na+].[Cl-] (NaCl). Solvent: CS(=O)C (dimethylsulfoxide). Run at time 4.5 hour. Product: CN1C(=O)CCC2=CC(=CC=C12)OCCCC(=O)N(C)C1CCCCC1 (1-methyl-6-[3-(N-cyclohexyl-N-methylaminocarbonyl)propoxy]-3,4-dihydrocarbostyril). RXN SMILES: [CH3:1][N:2]1[C:12]2[C:7](=[CH:8][C:9]([OH:13])=[CH:10][CH:11]=2)[CH2:6][CH2:5][C:3]1=[O:4].[OH-].[K+].[I-].[Na+].[CH3:18][N:19]([CH:26]1[CH2:31][CH2:30][CH2:29][CH2:28][CH2:27]1)[C:20](=[O:25])[CH2:21][CH2:22][CH2:23]Cl.[Na+].[Cl-]>CS(C)=O>[CH3:1][N:2]1[C:12]2[C:7](=[CH:8][C:9]([O:13][CH2:23][CH2:22][CH2:21][C:20]([N:19]([CH:26]3[CH2:27][CH2:28][CH2:29][CH2:30][CH2:31]3)[CH3:18])=[O:25])=[CH:10][CH:11]=2)[CH2:6][CH2:5][C:3]1=[O:4] |f:1.2,3.4,6.7|. Reported procedure: 3.4 Grams of 1-methyl-6-hydroxy-3,4-dihydrocarbostyril, 0.9 g of potassium hydroxide, 3.2 g of sodium iodide and 5.0 g of N-methyl-N-(4-chlorobutyryl)-cyclohexylamine are added to 50 ml of dimethylsulfoxide and agitated at 70° to 80° C. for 4.5 hours. After the reaction, the reaction solution is poured into 400 ml of saturated NaCl solution and the precipitated crystals are filtered out and washed with water. The resultant crude crystals are recrystallized from ligroin to obtain 3.1 g of 1-methy... Starting materials: [H-].[Na+] (sodium hydride), ClC1=CC=C(OC(C(C(C)(C)C)O)N2N=CN=C2)C=C1 (1-(4-chlorophenoxy)-3,3-dimethyl-1-(1,2,4-triazol-1-yl)-butan-2-ol), CN(C(=O)F)SC(Cl)(Cl)Cl (N-methyl-N-trichloromethylmercaptocarbamoyl fluoride), [Na] (sodium). Run in O1CCCC1 (tetrahydrofuran), O1CCCC1 (tetrahydrofuran). Yields the product ClC1=CC=C(OC(C(C(C)(C)C)OC(N(SC(Cl)(Cl)Cl)C)=O)N2N=CN=C2)C=C1 (1-(4-chlorophenoxy)-3,3-dimethyl-2-(N-methyl-N-trichloromethylmercapto-carbamoyloxy)-1-(1,2,4-triazol-1-yl)-butane). Yield: 38.5%. Reaction SMILES: [Cl:1][C:2]1[CH:20]=[CH:19][C:5]([O:6][CH:7]([N:14]2[CH:18]=[N:17][CH:16]=[N:15]2)[CH:8]([OH:13])[C:9]([CH3:12])([CH3:11])[CH3:10])=[CH:4][CH:3]=1.[H-].[Na+].[CH3:23][N:24]([S:28][C:29]([Cl:32])([Cl:31])[Cl:30])[C:25](F)=[O:26].[Na]>O1CCCC1>[Cl:1][C:2]1[CH:3]=[CH:4][C:5]([O:6][CH:7]([N:14]2[CH:18]=[N:17][CH:16]=[N:15]2)[CH:8]([O:13][C:25](=[O:26])[N:24]([CH3:23])[S:28][C:29]([Cl:32])([Cl:31])[Cl:30])[C:9]([CH3:11])([CH3:12])[CH3:10])=[CH:19][CH:20]=1 |f:1.2,^1:32|. Procedure: 22.3 g (0.075 mol) of 1-(4-chlorophenoxy)-3,3-dimethyl-1-(1,2,4-triazol-1-yl)-butan-2-ol, in the form of the pure diastereomer, were dissolved in 200 ml of tetrahydrofuran and the solution was added dropwise to 2.3 g of 80% pure sodium hydride in 150 ml of tetrahydrofuran at room temperature, while stirring. Thereafter, the mixture was stirred at 50° C. for 12 hours. After cooling, 17 g (0.075 mol) of N-methyl-N-trichloromethylmercaptocarbamoyl fluoride were added dropwise, at room temperature, ... Starting materials: O=C(Cl)Cl, CC(C)Cc1ccc(C(C)C(N)=O)cc1, ClC(Cl)Cl, Cc1ccccc1, Cc1ccccc1. Yields the product CC(C)Cc1ccc(C(C)C#N)cc1. RXN SMILES: [C:16]([Cl:17])([Cl:18])=[O:19].[CH2:1]([CH:2]([CH3:3])[CH3:4])[c:5]1[cH:6][cH:7][c:8]([CH:11]([C:12](=[O:13])[NH2:14])[CH3:15])[cH:9][cH:10]1.[Cl:27][CH:28]([Cl:29])[Cl:30].[c:20]1([CH3:21])[cH:22][cH:23][cH:24][cH:25][cH:26]1.[c:31]1([CH3:32])[cH:33][cH:34][cH:35][cH:36][cH:37]1>>[CH2:1]([CH:2]([CH3:3])[CH3:4])[c:5]1[cH:6][cH:7][c:8]([CH:11]([C:12]#[N:14])[CH3:15])[cH:9][cH:10]1. Reactants: ClC1=NC=CC(=C1)C(F)(F)F (2-chloro-4-trifluoromethylpyridine), Cl (hydrochloric acid). The reagents and catalysts are [Pd] (palladium on carbon). The solvent is C(C)(=O)O (acetic acid). Run at time 4 hour. The product is Cl.FC(C1=CC=[NH+]C=C1)(F)F (4-trifluoromethylpyridinium hydrochloride). Reaction SMILES: [Cl:1][C:2]1[CH:7]=[C:6]([C:8]([F:11])([F:10])[F:9])[CH:5]=[CH:4][N:3]=1.Cl>C(O)(=O)C.[Pd]>[ClH:1].[F:9][C:8]([F:11])([F:10])[C:6]1[CH:5]=[CH:4][NH+:3]=[CH:2][CH:7]=1 |f:4.5|. Reported procedure: A solution of 2-chloro-4-trifluoromethylpyridine (11.6 g) in glacial acetic acid (70 ml), containing 10% palladium on carbon (2.4 g, 21% (w/w)) was hydrogenated at 40 psi for 4 h. Concentrated hydrochloric acid (20 ml) was added and hydrogenation continued for a further 1 h. The catalyst was filtered off and the filtrate evaporated in vacuo to afford 4-trifluoromethylpyridinium hydrochloride. The reactants are ClC=1C=CC=2N(N1)C=C(N2)C(C(=O)OCC)(C)C (ethyl 2-(6-chloroimidazo[1,2-b]pyridazin-2-yl)-2-methylpropionate), N1CCNCC1 (piperazine), Example 196 ( 1 ). Yields the product C(C)OC(=O)C(C)(C)C=1N=C2N(N=C(C=C2)N2CCNCC2)C1 (1-[2-(1-ethoxycarbonyl-1-methylethyl)-6-imidazo[1,2-b]pyridazinyl]piperazine). Isolated yield 100.0%. As a reaction SMILES: Cl[C:2]1[CH:3]=[CH:4][C:5]2[N:6]([CH:8]=[C:9]([C:11]([CH3:18])([CH3:17])[C:12]([O:14][CH2:15][CH3:16])=[O:13])[N:10]=2)[N:7]=1.[NH:19]1[CH2:24][CH2:23][NH:22][CH2:21][CH2:20]1>>[CH2:15]([O:14][C:12]([C:11]([C:9]1[N:10]=[C:5]2[CH:4]=[CH:3][C:2]([N:19]3[CH2:24][CH2:23][NH:22][CH2:21][CH2:20]3)=[N:7][N:6]2[CH:8]=1)([CH3:18])[CH3:17])=[O:13])[CH3:16]. Reported procedure: Using ethyl 2-(6-chloroimidazo[1,2-b]pyridazin-2-yl)-2-methylpropionate (2.00 g) and piperazine (19.7 g), and by a reaction at 100° C. in the same manner as in Example 196 (1), 1-[2-(1-ethoxycarbonyl-1-methylethyl)-6-imidazo[1,2-b]pyridazinyl]piperazine (2.37 g) was obtained as an oil. Starting materials: O1CCC2=C1C=CC=C2 (2,3-dihydrobenzofuran), formula II, C1(CCC(=O)O1)=O (succinic anhydride), [Cl-].[Al+3].[Cl-].[Cl-] (aluminum chloride). Yields the product O1CCC2=C1C=CC(=C2)C(CCC(=O)O)=O (4-(2,3-dihydro-5-benzofuranyl)-4-oxobutanoic acid), formula III. As a reaction SMILES: [O:1]1[C:5]2[CH:6]=[CH:7][CH:8]=[CH:9][C:4]=2[CH2:3][CH2:2]1.[C:10]1(=[O:16])[O:15][C:13](=[O:14])[CH2:12][CH2:11]1.[Cl-].[Al+3].[Cl-].[Cl-]>>[O:1]1[C:5]2[CH:6]=[CH:7][C:8]([C:10](=[O:16])[CH2:11][CH2:12][C:13]([OH:15])=[O:14])=[CH:9][C:4]=2[CH2:3][CH2:2]1 |f:2.3.4.5|. Procedure details: 2,3-dihydrobenzofuran of formula II, ##STR5## is condensed with succinic anhydride in the presence of aluminum chloride in a chlorinated organic solvent and at a temperature below 5° C., to form 4-(2,3-dihydro-5-benzofuranyl)-4-oxobutanoic acid of formula III, ##STR6## which is reduced in acid medium in the heated state and in the presence of zinc and mercuric chloride to form 4-(2,3-dihydro-5-benzofuranyl)butanoic acid of formula IV, ##STR7## which is then subjected to the action of polyphospho...